Dataset: the Open Reaction Database (ORD), a public repository of structured organic reaction records. Task: describe an organic reaction: reactants, conditions, products, and yield Reactants: OC1C(C2=C(C(O1)(C)C)SC(S2)=S)=O (6-hydroxy-4,4-dimethyl-2-thioxo-4H-[1,3]dithiolo[4,5-c]pyran-7(6H)-one), O (water). Reagents/catalysts: [Hg](OC(=O)C)OC(=O)C (Hg(OAc)2). The solvent is CC(=O)C (acetone), C(C)(=O)O (acetic acid). Conditions: time 10 minute. Yields the product OC1C(C2=C(C(O1)(C)C)SC(S2)=O)=O (6-hydroxy-4,4-dimethyl-4H-[1,3]dithiolo[4,5-c]pyran-2,7(6H)-dione). Reaction SMILES: [OH:1][CH:2]1[O:7][C:6]([CH3:9])([CH3:8])[C:5]2[S:10][C:11](=S)[S:12][C:4]=2[C:3]1=[O:14].[OH2:15]>CC(C)=O.C(O)(=O)C.[Hg](OC(C)=O)OC(C)=O>[OH:1][CH:2]1[O:7][C:6]([CH3:9])([CH3:8])[C:5]2[S:10][C:11](=[O:15])[S:12][C:4]=2[C:3]1=[O:14]. Reported procedure: 13 mg (0.05 mmol) of 6-hydroxy-4,4-dimethyl-2-thioxo-4H-[1,3]dithiolo[4,5-c]pyran-7(6H)-one 6 was dissolved in acetone (5 mL) and added to a solution of Hg(OAc)2 (50 mg, 0.15 mmol) in 1 ml of acetic acid. The color of the reaction mixture changed very fast from yellow to white. The solution was stirred for 10 minutes and then 20 mL of water was added. The resulting mixture was extracted with CH2Cl2 (3×5 mL). The organic layer was separated and then was washed with saturated aqueous NaHCO3 (10 mL...